This data is from the Open Reaction Database (ORD), a public repository of structured organic reaction records. The task is: describe an organic reaction: reactants, conditions, products, and yield The reactants are COC=1C=C(C=CC1OC)C(CCC(=O)N1C[C@H]2N(CC1)CCC2)=O (1-(3,4-dimethoxyphenyl)-4-((S)-hexahydropyrrolo[1,2-a]pyrazin-2-yl)butane-1,4-dione), C(C)(C)(C)OC(=O)N1C(CCCC1)C(=O)O (1-(tert-butoxycarbonyl)piperidine 2 carboxylic acid), COC1=C(C=C(C(=O)CCC(=O)O)C=C1)F (3-(4-methoxy-3-fluorobenzoyl)propanoic acid). Yields the product FC=1C=C(C=CC1OC)C(CCC(=O)N1CC2N(CC1)CCCC2)=O (1-(3-Fluoro-4-methoxyphenyl)-4-(octahydropyrido[1,2-a]pyrazin-2-yl)butane-1,4-dione). As a reaction SMILES: COC1C=C([C:11](=O)[CH2:12][CH2:13][C:14]([N:16]2[CH2:21][CH2:20][N:19]3CCC[C@H:18]3[CH2:17]2)=O)C=CC=1OC.C(OC(N1CCCCC1C(O)=O)=O)(C)(C)C.[CH3:42][O:43][C:44]1[CH:56]=[CH:55][C:47]([C:48]([CH2:50][CH2:51][C:52]([OH:54])=O)=[O:49])=[CH:46][C:45]=1[F:57]>>[F:57][C:45]1[CH:46]=[C:47]([C:48](=[O:49])[CH2:50][CH2:51][C:52]([N:19]2[CH2:20][CH2:21][N:16]3[CH2:14][CH2:13][CH2:12][CH2:11][CH:17]3[CH2:18]2)=[O:54])[CH:55]=[CH:56][C:44]=1[O:43][CH3:42]. Procedure details: 12 mg of the title compound were prepared as described for 1-(3,4-dimethoxyphenyl)-4-((S)-hexahydropyrrolo[1,2-a]pyrazin-2-yl)butane-1,4-dione, using 1-(tert-butoxycarbonyl)piperidine 2 carboxylic acid instead of BOC-protected proline and 3-(4-methoxy-3-fluorobenzoyl)propanoic acid instead of 3-(3,4-dimethoxybenzoyl)propionic acid.